From a dataset of the Open Reaction Database (ORD), a public repository of structured organic reaction records. describe an organic reaction: reactants, conditions, products, and yield The product is BrCC(=O)C1=C(C=C(C=C1)I)F (2-bromo-1-(2-fluoro-4-iodo-phenyl)-ethanone). Reaction conditions: time 24 hour. Isolated yield 99.2%. The reactants are BrBr (bromine), FC1=C(C=CC(=C1)I)C(C)=O (1-(2-fluoro-4-iodo-phenyl)-ethanone). Reaction SMILES: [Br:1]Br.[F:3][C:4]1[CH:9]=[C:8]([I:10])[CH:7]=[CH:6][C:5]=1[C:11](=[O:13])[CH3:12]>C(O)(=O)C>[Br:1][CH2:12][C:11]([C:5]1[CH:6]=[CH:7][C:8]([I:10])=[CH:9][C:4]=1[F:3])=[O:13]. The solvent is C(C)(=O)O (acetic acid), C(C)(=O)O (acetic acid). Procedure: A solution of bromine (2.74 mL, 53.18 mmol) in acetic acid (30 mL) was added dropwise to a solution of 1-(2-fluoro-4-iodo-phenyl)-ethanone (14.04 g, 53.18 mmol) in acetic acid (200 mL) at room temperature under an atmosphere of nitrogen and then stirred for 24 hours. The reaction was concentrated to near dryness in vacuo, diluted with ethyl acetate (200 mL) and basified with saturated aqueous sodium carbonate solution. The organic layer was washed with brine, dried over sodium sulfate, filtered ...